Dataset: the Open Reaction Database (ORD), a public repository of structured organic reaction records. Task: describe an organic reaction: reactants, conditions, products, and yield The reactants are C(C)OC(=O)C1=CN(C2=CC=CC=C2C1=O)CC1=NC(=CC=C1)C (1-(6-methyl-pyridin-2-ylmethyl)-4-oxo-1,4-dihydro-quinoline-3-carboxylic acid ethyl ester), [OH-].[Li+] (lithium hydroxide). The solvent is CO.O (methanol water). Product: CC1=CC=CC(=N1)CN1C=C(C(C2=CC=CC=C12)=O)C(=O)O (1-(6-Methyl-pyridin-2-ylmethyl)-4-oxo-1,4-dihydro-quinoline-3-carboxylic acid). Reaction SMILES: C([O:3][C:4]([C:6]1[C:15](=[O:16])[C:14]2[C:9](=[CH:10][CH:11]=[CH:12][CH:13]=2)[N:8]([CH2:17][C:18]2[CH:23]=[CH:22][CH:21]=[C:20]([CH3:24])[N:19]=2)[CH:7]=1)=[O:5])C.[OH-].[Li+]>CO.O>[CH3:24][C:20]1[N:19]=[C:18]([CH2:17][N:8]2[C:9]3[C:14](=[CH:13][CH:12]=[CH:11][CH:10]=3)[C:15](=[O:16])[C:6]([C:4]([OH:5])=[O:3])=[CH:7]2)[CH:23]=[CH:22][CH:21]=1 |f:1.2,3.4|. Reported procedure: Experimental conditions analogous to those described for Step 4 of Example 60, from 3.15 g (9.77 mmol) of 1-(6-methyl-pyridin-2-ylmethyl)-4-oxo-1,4-dihydro-quinoline-3-carboxylic acid ethyl ester, 80 mL of 1:1 methanol-water mixture and 0.28 g (11.7 mmol) of lithium hydroxide with a work-up consisting only of thorough evaporation of solvents. The reactants are O=C=Nc1ccc(OC(F)(F)F)cc1, CCOC(=N)N1Cc2ccccc2-c2ccccc2C1. The product is CCOC(=NC(=O)Nc1ccc(OC(F)(F)F)cc1)N1Cc2ccccc2-c2ccccc2C1. Reaction SMILES: [F:21][C:22]([O:23][c:24]1[cH:25][cH:26][c:27]([N:30]=[C:31]=[O:32])[cH:28][cH:29]1)([F:33])[F:34].[cH:1]1[cH:2][cH:3][cH:4][c:5]2[c:11]1-[c:10]1[c:9]([cH:15][cH:14][cH:13][cH:12]1)[CH2:8][N:7]([C:16]([O:17][CH2:18][CH3:19])=[NH:20])[CH2:6]2>>[cH:1]1[cH:2][cH:3][cH:4][c:5]2[c:11]1-[c:10]1[c:9]([cH:15][cH:14][cH:13][cH:12]1)[CH2:8][N:7]([C:16]([O:17][CH2:18][CH3:19])=[N:20][C:31]([NH:30][c:27]1[cH:26][cH:25][c:24]([O:23][C:22]([F:21])([F:33])[F:34])[cH:29][cH:28]1)=[O:32])[CH2:6]2. Reactants: CCCCOC(=O)c1nc(Br)c2cc(Oc3ccccc3)ccc2c1O, CC(=O)[O-], CO, CCOC(C)=O, [Na+]. The product is CCCCOC(=O)c1ncc2cc(Oc3ccccc3)ccc2c1O. RXN SMILES: [CH2:1]([CH2:2][CH2:3][CH3:4])[O:5][C:6](=[O:7])[c:8]1[n:9][c:10]([Br:26])[c:11]2[cH:12][c:13]([O:19][c:20]3[cH:21][cH:22][cH:23][cH:24][cH:25]3)[cH:14][cH:15][c:16]2[c:17]1[OH:18].[CH3:28][C:29](=[O:30])[O-:31].[CH3:32][OH:33].[CH3:34][CH2:35][O:36][C:37](=[O:38])[CH3:39].[Na+:27]>>[CH2:1]([CH2:2][CH2:3][CH3:4])[O:5][C:6](=[O:7])[c:8]1[n:9][cH:10][c:11]2[cH:12][c:13]([O:19][c:20]3[cH:21][cH:22][cH:23][cH:24][cH:25]3)[cH:14][cH:15][c:16]2[c:17]1[OH:18]. Starting materials: C1CCOC1, CN, ON=C(Cl)c1ccc(Cl)c(I)c1F. Product: CNC(=NO)c1ccc(Cl)c(I)c1F. As a reaction SMILES: [CH2:16]1[O:17][CH2:18][CH2:19][CH2:20]1.[CH3:1][NH2:2].[Cl:3][c:4]1[c:5]([I:15])[c:6]([F:14])[c:7]([C:8]([Cl:9])=[N:10][OH:11])[cH:12][cH:13]1>>[CH3:1][NH:2][C:8]([c:7]1[c:6]([F:14])[c:5]([I:15])[c:4]([Cl:3])[cH:13][cH:12]1)=[N:10][OH:11].